The task is: describe an organic reaction: reactants, conditions, products, and yield. This data is from the Open Reaction Database (ORD), a public repository of structured organic reaction records. The reactants are CN(C)CCN, COCCOC, [O-][n+]1nc(Cl)nc2ccc3c(c21)CCCO3. Product: CN(C)CCNc1nc2ccc3c(c2[n+]([O-])n1)CCCO3. Reaction SMILES: [CH3:1][N:2]([CH2:3][CH2:4][NH2:5])[CH3:6].[CH3:23][O:24][CH2:25][CH2:26][O:27][CH3:28].[Cl:7][c:8]1[n:9][n+:10]([O-:22])[c:11]2[c:12]([n:13]1)[cH:14][cH:15][c:16]1[c:21]2[CH2:20][CH2:19][CH2:18][O:17]1>>[CH3:1][N:2]([CH2:3][CH2:4][NH:5][c:8]1[n:9][n+:10]([O-:22])[c:11]2[c:12]([n:13]1)[cH:14][cH:15][c:16]1[c:21]2[CH2:20][CH2:19][CH2:18][O:17]1)[CH3:6]. Reactants: Cl.ClC=1C=C(N)C=CC1OC (3-chloro-4-methoxyaniline hydrochloride), C(#N)NC(=N)N (cyanoguanidine), CC(=O)C (acetone). Product: Cl.ClC=1C=C(C=CC1OC)N1C(=NC(=NC1(C)C)N)N (1-(3-chloro-4-methoxyphenyl)-2,4-diamino-6,6-dimethyl-1,6-dihydro-1,3,5-triazine hydrochloride). Reaction SMILES: Cl.[Cl:2][C:3]1[CH:4]=[C:5]([CH:7]=[CH:8][C:9]=1[O:10][CH3:11])[NH2:6].[C:12]([NH:14][C:15]([NH2:17])=[NH:16])#[N:13].[CH3:18][C:19]([CH3:21])=O>>[ClH:2].[Cl:2][C:3]1[CH:4]=[C:5]([N:6]2[C:19]([CH3:21])([CH3:18])[N:16]=[C:15]([NH2:17])[N:14]=[C:12]2[NH2:13])[CH:7]=[CH:8][C:9]=1[O:10][CH3:11] |f:0.1,4.5|. Procedure: A stirred mixture of 3.0 grams (0.019 mole) of 90% pure 3-chloro-4-methoxyaniline and 4 mL of concentrated hydrochloric acid in 20 mL of toluene was heated to reflux using a heat gun. The reaction mixture was then concentrated under reduced pressure to a residue. The residue was triturated with 50 mL of diethyl ether, and the resultant solid was collected by filtration. The solid was dried under vacuum, yielding 3.4 grams (0.018 mole) of 3-chloro-4-methoxyaniline hydrochloride. A stirred mixture... The reactants are O=C([O-])O, O=C1CCC(=O)N1Cl, O=C(Nc1ccc(Oc2ccnc3[nH]ccc23)c(F)c1)C(F)(F)F, [Na+], C1CCOC1. The product is O=C(Nc1ccc(Oc2ccnc3[nH]cc(Cl)c23)c(F)c1)C(F)(F)F. As a reaction SMILES: [C:33](=[O:34])([OH:35])[O-:36].[Cl:1][N:2]1[C:3](=[O:4])[CH2:5][CH2:6][C:7]1=[O:8].[F:9][C:10]([C:11](=[O:12])[NH:13][c:14]1[cH:15][c:16]([F:30])[c:17]([O:20][c:21]2[c:22]3[c:23]([n:24][cH:25][cH:26]2)[nH:27][cH:28][cH:29]3)[cH:18][cH:19]1)([F:31])[F:32].[Na+:37].[O:38]1[CH2:39][CH2:40][CH2:41][CH2:42]1>>[Cl:1][c:29]1[c:22]2[c:21]([O:20][c:17]3[c:16]([F:30])[cH:15][c:14]([NH:13][C:11]([C:10]([F:9])([F:31])[F:32])=[O:12])[cH:19][cH:18]3)[cH:26][cH:25][n:24][c:23]2[nH:27][cH:28]1. Yields the product C(#N)C=1C=C(C(=O)N2CS(C3=C2C=C(C=C3)C(F)(F)F)(=O)=O)C=C(C1O)C(F)(F)F (3-(3-cyano-4-hydroxy-5-trifluoromethylbenzoyl)-1,1-dioxo-5-trifluoromethyl-2,3-dihydro-1,3-benzothiazole). Solvent: CN(C=O)C (N,N-dimethylformamide). Reported procedure: 3-(3-cyano-4-methoxy-5-trifluoromethylbenzoyl)-1,1-dioxo-5-trifluoromethyl-2,3-dihydro-1,3-benzothiazole (459 mg) was dissolved in N,N-dimethylformamide (4.5 mL), and lithium chloride (169 mg) was added to the solution, and then the mixture was stirred at 70° C. for 1 hour. To the reaction solution, 1N hydrochloric acid was added, and then the mixture was extracted with ethyl acetate. The organic layer was washed with 1N hydrochloric acid and saturated brine, and then dried over anhydrous sodium... Reaction conditions: temperature 70 celsius, time 1 hour. Starting materials: [Cl-].[Li+] (lithium chloride), C(#N)C=1C=C(C(=O)N2CS(C3=C2C=C(C=C3)C(F)(F)F)(=O)=O)C=C(C1OC)C(F)(F)F (3-(3-cyano-4-methoxy-5-trifluoromethylbenzoyl)-1,1-dioxo-5-trifluoromethyl-2,3-dihydro-1,3-benzothiazole), Cl (hydrochloric acid). RXN SMILES: [C:1]([C:3]1[CH:4]=[C:5]([CH:23]=[C:24]([C:28]([F:31])([F:30])[F:29])[C:25]=1[O:26]C)[C:6]([N:8]1[C:12]2[CH:13]=[C:14]([C:17]([F:20])([F:19])[F:18])[CH:15]=[CH:16][C:11]=2[S:10](=[O:22])(=[O:21])[CH2:9]1)=[O:7])#[N:2].[Cl-].[Li+].Cl>CN(C)C=O>[C:1]([C:3]1[CH:4]=[C:5]([CH:23]=[C:24]([C:28]([F:31])([F:29])[F:30])[C:25]=1[OH:26])[C:6]([N:8]1[C:12]2[CH:13]=[C:14]([C:17]([F:20])([F:19])[F:18])[CH:15]=[CH:16][C:11]=2[S:10](=[O:21])(=[O:22])[CH2:9]1)=[O:7])#[N:2] |f:1.2|. Isolated yield 92.3%. Starting materials: OBO, Brc1ccccc1, Cc1cc(-c2ccc(C(F)(F)F)c(C)c2)nc(Cl)n1. Yields the product Cc1cc(-c2ccc(C(F)(F)F)c(C)c2)nc(-c2cccc(Br)c2)n1. Reaction SMILES: [BH:20]([OH:21])[OH:22].[Br:23][c:24]1[cH:25][cH:26][cH:27][cH:28][cH:29]1.[Cl:1][c:2]1[n:3][c:4]([CH3:19])[cH:5][c:6](-[c:8]2[cH:9][c:10]([CH3:18])[c:11]([C:14]([F:15])([F:16])[F:17])[cH:12][cH:13]2)[n:7]1>>[c:2]1(-[c:28]2[cH:27][cH:26][cH:25][c:24]([Br:23])[cH:29]2)[n:3][c:4]([CH3:19])[cH:5][c:6](-[c:8]2[cH:9][c:10]([CH3:18])[c:11]([C:14]([F:15])([F:16])[F:17])[cH:12][cH:13]2)[n:7]1.